This data is from the Open Reaction Database (ORD), a public repository of structured organic reaction records. The task is: describe an organic reaction: reactants, conditions, products, and yield The reactants are C(C)(C)(C)O\N=C(\C1=C(C=CC(=C1)Br)O)/C1=NC=CC=C1O ((Z)-2-(5-bromo-2-hydroxybenzoyl)-3-hydroxypyridine O-t-butyloxime), Cl (HCl). The solvent is C(C)O (ethanol). Run at time 1 hour. Product: Cl.C(C)(C)(C)O\N=C(\C1=C(C=CC(=C1)Br)O)/C1=NC=CC=C1O ((Z)-2-(5-bromo-2-hydroxybenzoyl)-3-hydroxypyridine O-t-butyloxime hydrochloride). Reaction SMILES: [C:1]([O:5]/[N:6]=[C:7](\[C:16]1[C:21]([OH:22])=[CH:20][CH:19]=[CH:18][N:17]=1)/[C:8]1[CH:13]=[C:12]([Br:14])[CH:11]=[CH:10][C:9]=1[OH:15])([CH3:4])([CH3:3])[CH3:2].[ClH:23]>C(O)C>[ClH:23].[C:1]([O:5]/[N:6]=[C:7](\[C:16]1[C:21]([OH:22])=[CH:20][CH:19]=[CH:18][N:17]=1)/[C:8]1[CH:13]=[C:12]([Br:14])[CH:11]=[CH:10][C:9]=1[OH:15])([CH3:4])([CH3:2])[CH3:3] |f:3.4|. Reported procedure: (Z)-2-(5-bromo-2-hydroxybenzoyl)-3-hydroxypyridine O-t-butyloxime (0.86 g) was dissolved in ethanol (20 ml), to which was added 2N-HCl (1.4 ml). The mixture was stirred for one hour at room temperature, then the solvent was distilled off under reduced pressure. The residue was crystallized with ethyl acetate to give (Z)-2-(5-bromo-2-hydroxybenzoyl)-3-hydroxypyridine O-t-butyloxime hydrochloride (0.31 g) (Compound 45). The reactants are CCC(CC)=O (3-Pentanone), C(C)(=O)O[BH-](OC(C)=O)OC(C)=O.[Na+] (sodium triacetoxyborohydride), N[C@H]1CN(CC[C@H]1NC(=O)C=1NC(=C(N1)Cl)CC)C=1SC2=C(N1)C=CC=C2C(=O)OCC (Ethyl 2-[(3S,4R)-3-amino-4-{[(4-chloro-5-ethyl-1H-imidazol-2-yl)carbonyl]amino}piperidin-1-yl]-1,3-benzothiazole-7-carboxylate), C([O-])(O)=O.[Na+] (sodium bicarbonate). The solvent is CO (methanol), O1CCCC1 (tetrahydrofuran). Reaction conditions: time 15 hour. The product is ClC=1N=C(NC1CC)C(=O)N[C@H]1[C@H](CN(CC1)C=1SC2=C(N1)C=CC=C2C(=O)OCC)NC(CC)CC (Ethyl 2-{(3S,4R)-4-{[(4-chloro-5-ethyl-1H-imidazol-2-yl)carbonyl]amino}-3-[(1-ethylpropyl)amino]piperidin-1-yl}-1,3-benzothiazole-7-carboxylate). The yield is 67.5%. Reaction SMILES: [CH3:1][CH2:2][C:3](=O)[CH2:4][CH3:5].C(O[BH-](OC(=O)C)OC(=O)C)(=O)C.[Na+].[NH2:21][C@@H:22]1[C@H:27]([NH:28][C:29]([C:31]2[NH:32][C:33]([CH2:37][CH3:38])=[C:34]([Cl:36])[N:35]=2)=[O:30])[CH2:26][CH2:25][N:24]([C:39]2[S:40][C:41]3[C:47]([C:48]([O:50][CH2:51][CH3:52])=[O:49])=[CH:46][CH:45]=[CH:44][C:42]=3[N:43]=2)[CH2:23]1.C(=O)(O)[O-].[Na+]>CO.O1CCCC1>[Cl:36][C:34]1[N:35]=[C:31]([C:29]([NH:28][C@@H:27]2[CH2:26][CH2:25][N:24]([C:39]3[S:40][C:41]4[C:47]([C:48]([O:50][CH2:51][CH3:52])=[O:49])=[CH:46][CH:45]=[CH:44][C:42]=4[N:43]=3)[CH2:23][C@@H:22]2[NH:21][CH:3]([CH2:4][CH3:5])[CH2:2][CH3:1])=[O:30])[NH:32][C:33]=1[CH2:37][CH3:38] |f:1.2,4.5|. Procedure: 3-Pentanone (68.9 μL, 0.65 mmol) and sodium triacetoxyborohydride (165 mg, 0.78 mmol) were added four times every two hours to a mixed solution of ethyl 2-[(3S,4R)-3-amino-4-{[(4-chloro-5-ethyl-1H-imidazol-2-yl)carbonyl]amino}piperidin-1-yl]-1,3-benzothiazole-7-carboxylate obtained in Example (202e) (62.0 mg, 0.13 mmol) in methanol (1 mL) and tetrahydrofuran (1 mL) under ice-cooling, and the mixture was stirred at room temperature for 15 hours. Saturated aqueous sodium bicarbonate solution was a... Reactants: Cl[SiH]1CCC(CC1)CC[C@@H]1CC[C@H](CC1)C1=CC(=C(C=C1)F)F (1-chloro-4-(2-(trans-4-(3,4-difluorophenyl)cyclohexyl)ethyl)-1-silacyclohexane), C(CC)[Mg]Cl (n-propylmagnesium chloride). The solvent is O1CCCC1 (THF), O1CCCC1 (tetrahydrofuran), O1CCCC1 (THF). Product: FC=1C=C(C=CC1F)[C@@H]1CC[C@H](CC1)CC[C@@H]1CC[Si@H](CC1)CCC (trans-4-(2-(trans-4-(3, 4-difluorophenyl) cyclohexyl)eth-yl)-1-n-propyl-1-silacyclohexane). The yield is 80.0%. As a reaction SMILES: Cl[SiH:2]1[CH2:7][CH2:6][CH:5]([CH2:8][CH2:9][C@H:10]2[CH2:15][CH2:14][C@H:13]([C:16]3[CH:21]=[CH:20][C:19]([F:22])=[C:18]([F:23])[CH:17]=3)[CH2:12][CH2:11]2)[CH2:4][CH2:3]1.[CH2:24]([Mg]Cl)[CH2:25][CH3:26]>O1CCCC1>[F:23][C:18]1[CH:17]=[C:16]([C@H:13]2[CH2:14][CH2:15][C@H:10]([CH2:9][CH2:8][C@H:5]3[CH2:6][CH2:7][Si@H:2]([CH2:24][CH2:25][CH3:26])[CH2:3][CH2:4]3)[CH2:11][CH2:12]2)[CH:21]=[CH:20][C:19]=1[F:22]. Reported procedure: A mixed solution of 3.7 g (10 mmol) of 1-chloro-4-(2-(trans-4-(3,4-difluorophenyl)cyclohexyl)ethyl)-1-silacyclohexane and 30 ml of tetrahydrofuran (hereafter abbreviated as "THF") was prepared, and a 5 ml THF solution of 2.5M n-propylmagnesium chloride (12.5 mmol) was dripped into this solution. The silacyclohexane rings of the target product thus obtained were a mixture of trans isomers and cis isomers. Following a conventional after treatment, they were separated by means of chromatography to ... Reactants: O=C1CCCc2c(OCC(O)CNC3CCc4ccccc4C3)cccc21, CCO, Cl, O=C1CCCc2c(OCC3CO3)cccc21. Product: NC1CCc2ccccc2C1. RXN SMILES: [CH2:18]1[CH:19]([NH:28][CH2:29][CH:30]([OH:31])[CH2:32][O:33][c:34]2[cH:35][cH:36][cH:37][c:38]3[c:39]2[CH2:40][CH2:41][CH2:42][C:43]3=[O:44])[CH2:20][CH2:21][c:22]2[cH:23][cH:24][cH:25][cH:26][c:27]21.[CH3:45][CH2:46][OH:47].[ClH:17].[O:1]1[CH2:2][CH:3]1[CH2:4][O:5][c:6]1[cH:7][cH:8][cH:9][c:10]2[c:11]1[CH2:12][CH2:13][CH2:14][C:15]2=[O:16]>>[CH2:18]1[CH:19]([NH2:28])[CH2:20][CH2:21][c:22]2[cH:23][cH:24][cH:25][cH:26][c:27]21. Starting materials: CS(C)=O, Nc1ncc(-c2nc(N3CCOCC3)c3nc(Cl)n(CC4CCOC4)c3n2)cn1, CS(=O)(=O)N1CCNCC1. Yields the product CS(=O)(=O)N1CCN(c2nc3c(N4CCOCC4)nc(-c4cnc(N)nc4)nc3n2CC2CCOC2)CC1. As a reaction SMILES: [CH3:40][S:41](=[O:42])[CH3:43].[Cl:1][c:2]1[n:3]([CH2:24][CH:25]2[CH2:26][O:27][CH2:28][CH2:29]2)[c:4]2[n:5][c:6](-[c:17]3[cH:18][n:19][c:20]([NH2:23])[n:21][cH:22]3)[n:7][c:8]([N:11]3[CH2:12][CH2:13][O:14][CH2:15][CH2:16]3)[c:9]2[n:10]1.[S:30](=[O:31])(=[O:32])([CH3:33])[N:34]1[CH2:35][CH2:36][NH:37][CH2:38][CH2:39]1>>[c:2]1([N:37]2[CH2:36][CH2:35][N:34]([S:30](=[O:31])(=[O:32])[CH3:33])[CH2:39][CH2:38]2)[n:3]([CH2:24][CH:25]2[CH2:26][O:27][CH2:28][CH2:29]2)[c:4]2[n:5][c:6](-[c:17]3[cH:18][n:19][c:20]([NH2:23])[n:21][cH:22]3)[n:7][c:8]([N:11]3[CH2:12][CH2:13][O:14][CH2:15][CH2:16]3)[c:9]2[n:10]1. Starting materials: COC(=O)c1ccccc1-c1ccc2cc(C)ccc2n1, CO, [Na+], [OH-], O. Reaction SMILES: [CH3:1][c:2]1[cH:3][c:4]2[cH:5][cH:6][c:7](-[c:12]3[c:13]([C:14](=[O:15])[O:16][CH3:17])[cH:18][cH:19][cH:20][cH:21]3)[n:8][c:9]2[cH:10][cH:11]1.[CH3:25][OH:26].[Na+:24].[OH-:23].[OH2:22]>>[CH3:1][c:2]1[cH:3][c:4]2[cH:5][cH:6][c:7](-[c:12]3[c:13]([C:14](=[O:15])[OH:16])[cH:18][cH:19][cH:20][cH:21]3)[n:8][c:9]2[cH:10][cH:11]1. Product: Cc1ccc2nc(-c3ccccc3C(=O)O)ccc2c1. Starting materials: ClCCl, Cc1ccccc1, CCN(C(C)C)C(C)C, CC(C)OC(=O)Cl, O=C(O)C(F)(F)F, Cc1nc(OC2CCNCC2)c2c(n1)N(c1ccc(S(C)(=O)=O)cc1F)CC2. Product: Cc1nc(OC2CCN(C(=O)OC(C)C)CC2)c2c(n1)N(c1ccc(S(C)(=O)=O)cc1F)CC2. RXN SMILES: [CH2:59]([Cl:60])[Cl:61].[CH3:43][c:44]1[cH:45][cH:46][cH:47][cH:48][cH:49]1.[CH:50]([N:51]([CH:52]([CH3:53])[CH3:54])[CH2:55][CH3:56])([CH3:57])[CH3:58].[Cl:36][C:37](=[O:38])[O:39][CH:40]([CH3:41])[CH3:42].[F:1][C:2]([F:3])([F:4])[C:5]([OH:6])=[O:7].[F:8][c:9]1[c:10]([N:19]2[CH2:20][CH2:21][c:22]3[c:23]2[n:24][c:25]([CH3:35])[n:26][c:27]3[O:28][CH:29]2[CH2:30][CH2:31][NH:32][CH2:33][CH2:34]2)[cH:11][cH:12][c:13]([S:15](=[O:16])(=[O:17])[CH3:18])[cH:14]1>>[F:8][c:9]1[c:10]([N:19]2[CH2:20][CH2:21][c:22]3[c:23]2[n:24][c:25]([CH3:35])[n:26][c:27]3[O:28][CH:29]2[CH2:30][CH2:31][N:32]([C:37](=[O:38])[O:39][CH:40]([CH3:41])[CH3:42])[CH2:33][CH2:34]2)[cH:11][cH:12][c:13]([S:15](=[O:16])(=[O:17])[CH3:18])[cH:14]1. Reactants: C(C)OP(OCC)(=O)C1=CC(=CC=2C(=CC=CC12)P(OCC)(=O)OCC)[N+](=O)[O-] (Tetraethyl3-nitronaphthalene-1,5-diphosphonate), Cl (HCl). Reagents/catalysts: [Pd] (Pd/C). The solvent is CO (methanol). Yields the product C(C)OP(OCC)(=O)C1=CC(=CC=2C(=CC=CC12)P(OCC)(=O)OCC)N (Tetraethyl3-aminonaphthalene-1,5-diphosphonate). Reaction SMILES: [CH2:1]([O:3][P:4]([C:9]1[C:18]2[CH:17]=[CH:16][CH:15]=[C:14]([P:19]([O:24][CH2:25][CH3:26])(=[O:23])[O:20][CH2:21][CH3:22])[C:13]=2[CH:12]=[C:11]([N+:27]([O-])=O)[CH:10]=1)(=[O:8])[O:5][CH2:6][CH3:7])[CH3:2].Cl>CO.[Pd]>[CH2:1]([O:3][P:4]([C:9]1[C:18]2[CH:17]=[CH:16][CH:15]=[C:14]([P:19]([O:20][CH2:21][CH3:22])(=[O:23])[O:24][CH2:25][CH3:26])[C:13]=2[CH:12]=[C:11]([NH2:27])[CH:10]=1)(=[O:8])[O:5][CH2:6][CH3:7])[CH3:2]. Reported procedure: Tetraethyl3-nitronaphthalene-1,5-diphosphonate (4.00 g, 9.0 mmol) dissolved in methanol (150 ml) and 1N HCl aqueous solution (10 ml) was stirred with H2 and 5% Pd/C in PARR apparatus until H2 absorption ceased. After catalyst filtration on filter aid, the methanol was evaporated under reduced pressure; the residue was stirred with ethanol (10 ml) and diethyl ether (50 ml) and the separated crystalline solid was filtered, washed and dried to yield the title product isolated as the hydrochloride h... The reactants are C(C1=CC=CC=C1)OC=1C=C(C=O)C=C(C1)OCC1=CC=CC=C1 (3,5-dibenzyloxybenzaldehyde), NCC(OCC)OCC (1-amino-2,2-diethoxyethane). The solvent is O (water). Run at temperature 100 celsius. Product: C(C1=CC=CC=C1)OC=1C=C(C=NCC(OCC)OCC)C=C(C1)OCC1=CC=CC=C1 (1-[N-(3,5-dibenzyloxybenzylidene)amino]-2,2-diethoxyethane). Isolated yield 100.6%. Reaction SMILES: [CH2:1]([O:8][C:9]1[CH:10]=[C:11]([CH:14]=[C:15]([O:17][CH2:18][C:19]2[CH:24]=[CH:23][CH:22]=[CH:21][CH:20]=2)[CH:16]=1)[CH:12]=O)[C:2]1[CH:7]=[CH:6][CH:5]=[CH:4][CH:3]=1.[NH2:25][CH2:26][CH:27]([O:31][CH2:32][CH3:33])[O:28][CH2:29][CH3:30]>O>[CH2:18]([O:17][C:15]1[CH:14]=[C:11]([CH:10]=[C:9]([O:8][CH2:1][C:2]2[CH:7]=[CH:6][CH:5]=[CH:4][CH:3]=2)[CH:16]=1)[CH:12]=[N:25][CH2:26][CH:27]([O:31][CH2:32][CH3:33])[O:28][CH2:29][CH3:30])[C:19]1[CH:20]=[CH:21][CH:22]=[CH:23][CH:24]=1. Reported procedure: 4.6 g of 3,5-dibenzyloxybenzaldehyde are added to 3.0 g of 1-amino-2,2-diethoxyethane, and the mixture is heated at 100° C for 10 minutes. Then, the mixture is stirred at 60° C for 2.5 hours under reduced pressure until water is removed from the mixture. 6.3 g of 1-[N-(3,5-dibenzyloxybenzylidene)amino]-2,2-diethoxyethane is thereby obtained as an oil. 5.9 g of this product are dissolved in 100 ml of ethanol. 600 mg of sodium borohydride are added to the ethanol solution, and the mixture is reflu... The reactants are BrCCC1=CC(=C(C(=C1)Cl)O)Cl (4-(2-bromoethyl)-2,6-dichlorophenol), C([O-])([O-])=O.[K+].[K+] (potassium carbonate), BrCC(=O)OC (methyl bromoacetate). Procedure: To a solution of 4-(2-bromoethyl)-2,6-dichlorophenol (104 mg) in acetone (1.2 ml) were added potassium carbonate (133 mg) and methyl bromoacetate (73 μl), and the mixture was stirred for 3 hours at room temperature. The insoluble material was filtered off, and the filtrate was concentrated under reduced pressure. Purification of the residue by medium pressure liquid column chromatography on silica gel (eluent: hexane/ethyl acetate=12/1) gave methyl 2-[4-(2-bromoethyl)-2,6-dichlorophenoxy]acetate... Run at time 3 hour. RXN SMILES: [Br:1][CH2:2][CH2:3][C:4]1[CH:9]=[C:8]([Cl:10])[C:7]([OH:11])=[C:6]([Cl:12])[CH:5]=1.C(=O)([O-])[O-].[K+].[K+].Br[CH2:20][C:21]([O:23][CH3:24])=[O:22]>CC(C)=O>[Br:1][CH2:2][CH2:3][C:4]1[CH:5]=[C:6]([Cl:12])[C:7]([O:11][CH2:20][C:21]([O:23][CH3:24])=[O:22])=[C:8]([Cl:10])[CH:9]=1 |f:1.2.3|. Run in CC(=O)C (acetone). Product: BrCCC1=CC(=C(OCC(=O)OC)C(=C1)Cl)Cl (methyl 2-[4-(2-bromoethyl)-2,6-dichlorophenoxy]acetate).